From a dataset of the Open Reaction Database (ORD), a public repository of structured organic reaction records. describe an organic reaction: reactants, conditions, products, and yield Starting materials: N#N (N2), Cl (HCl), BrC1=CC(=C(C#N)C=C1)F (4-bromo-2-fluorobenzonitrile), TEA, C=1C=CC(=CC1)P(CCCP(C=2C=CC=CC2)C=3C=CC=CC3)C=4C=CC=CC4 (dppp), CN(C)C=O (DMF). Reagents/catalysts: CC(=O)[O-].CC(=O)[O-].[Pd+2] (Pd(OAc)2). The solvent is O (water). Run at temperature 90 celsius, time 30 minute. Yields the product C(C)(=O)C1=CC(=C(C#N)C=C1)F (4-Acetyl-2-fluoro-benzonitrile). Reaction SMILES: Br[C:2]1[CH:9]=[CH:8][C:5]([C:6]#[N:7])=[C:4]([F:10])[CH:3]=1.C1C=CC(P(C2C=CC=[CH:38][CH:39]=2)CCCP(C2C=CC=CC=2)C2C=CC=CC=2)=CC=1.N#N.Cl.CN(C=[O:47])C>CC([O-])=O.CC([O-])=O.[Pd+2].O>[C:38]([C:2]1[CH:9]=[CH:8][C:5]([C:6]#[N:7])=[C:4]([F:10])[CH:3]=1)(=[O:47])[CH3:39] |f:5.6.7|. Procedure: A mixture of 5.0 g (0.02 mol) 4-bromo-2-fluorobenzonitrile, 6 ml TEA, 906 mg (0.0022 mol) dppp, 5.8 g (0.04 mol) TIOAc, and 448 mg (0.002 mol) Pd(OAc)2 in 50 ml DMF was deaired under a stream of N2 The mixture was heated to 90° C. for 7 hours. The reaction was cooled to room temperature and 25 mL 2N HCl was added and stirred to 30 minutes. The mixture was poured into 300 ml water and extracted with Et2O (2×300 mL). The combined organics were washed with water (2×80 mL), brine (1×80 mL), dried ov... The reactants are C(=O)C1=CC=C(CN2C(=NC3=C2C=CC(=C3)OCC3=NC2=CC=CC=C2C=C3)CC(C(=O)O)(C)C)C=C1 (3-(1-(4-formylbenzyl)-5-(quinolin-2-ylmethoxy)-1H-benzo[d]imidazol-2-yl)-2,2-dimethylpropanoic acid), FC1(CNCCC1)F (3,3-difluoropiperidine), C(C)(=O)O[BH-](OC(C)=O)OC(C)=O.[Na+] (sodium triacetoxyborohydride), ClCCCl (DCE). Run in C(Cl)Cl (DCM), O (water). Reaction conditions: time 8 hour. Yields the product C(=O)C1=CC=C(CN2C(=NC3=C2C=CC(=C3)OCC3=NC2=CC=CC=C2C=C3)CC(C(=O)OCC)(C)C)C=C1 (Ethyl 3-(1-(4-formylbenzyl)-5-(quinolin-2-ylmethoxy)-1H-benzo[d]imidazol-2-yl)-2,2-dimethylpropanoate). Reaction SMILES: [CH:1]([C:3]1[CH:37]=[CH:36][C:6]([CH2:7][N:8]2[C:12]3[CH:13]=[CH:14][C:15]([O:17][CH2:18][C:19]4[CH:28]=[CH:27][C:26]5[C:21](=[CH:22][CH:23]=[CH:24][CH:25]=5)[N:20]=4)=[CH:16][C:11]=3[N:10]=[C:9]2[CH2:29][C:30]([CH3:35])([CH3:34])[C:31]([OH:33])=[O:32])=[CH:5][CH:4]=1)=[O:2].F[C:39]1(F)CCCN[CH2:40]1.C(O[BH-](OC(=O)C)OC(=O)C)(=O)C.[Na+].ClCCCl>C(Cl)Cl.O>[CH:1]([C:3]1[CH:4]=[CH:5][C:6]([CH2:7][N:8]2[C:12]3[CH:13]=[CH:14][C:15]([O:17][CH2:18][C:19]4[CH:28]=[CH:27][C:26]5[C:21](=[CH:22][CH:23]=[CH:24][CH:25]=5)[N:20]=4)=[CH:16][C:11]=3[N:10]=[C:9]2[CH2:29][C:30]([CH3:35])([CH3:34])[C:31]([O:33][CH2:39][CH3:40])=[O:32])=[CH:36][CH:37]=1)=[O:2] |f:2.3|. Procedure: To a 10 mL flask were added 3-(1-(4-formylbenzyl)-5-(quinolin-2-ylmethoxy)-1H-benzo[d]imidazol-2-yl)-2,2-dimethylpropanoic acid (160 mg, 0.31 mmol), 3,3-difluoropiperidine (58 mg, 0.37 mmol), sodium triacetoxyborohydride (130 mg, 0.61 mmol) and DCE (3.0 mL) and was stirred at RT overnight. The mixture was diluted with DCM (5 mL) and poured into water (10 mL) then extracted with DCM (3×10 mL), dried over Na2SO4, and concentrated to dryness. The residue was purified using FCC to provide the title ... Starting materials: C(=O)(OCC1=CC=CC=C1)NCCOCC1=CC=C(C(=O)OC)C=C1 (Methyl 4-[2-(N-Cbz-amino)ethyloxymethyl]benzoate), [OH-].[Na+] (NaOH). The solvent is CO (MeOH). The product is C(=O)(OCC1=CC=CC=C1)NCCOCC1=CC=C(C(=O)O)C=C1 (4-[2-(N-Cbz-amino)ethoxymethyl]benzoic acid). RXN SMILES: [C:1]([NH:11][CH2:12][CH2:13][O:14][CH2:15][C:16]1[CH:25]=[CH:24][C:19]([C:20]([O:22]C)=[O:21])=[CH:18][CH:17]=1)([O:3][CH2:4][C:5]1[CH:10]=[CH:9][CH:8]=[CH:7][CH:6]=1)=[O:2].[OH-].[Na+]>CO>[C:1]([NH:11][CH2:12][CH2:13][O:14][CH2:15][C:16]1[CH:25]=[CH:24][C:19]([C:20]([OH:22])=[O:21])=[CH:18][CH:17]=1)([O:3][CH2:4][C:5]1[CH:6]=[CH:7][CH:8]=[CH:9][CH:10]=1)=[O:2] |f:1.2|. Procedure: Ester 15-2 (500 mg, 1.46 mmol) and 1N NaOH (3.6 mL, 3.6 mmol) were combined in 14 mL MeOH. After 3 h the mixture was concentrated, diluted with EtOAc, and extracted with H2O. The aqueous layer was acidified with 10% KHSO4 and extracted with EtOAc, and this organic layer was washed with brine, dried (MgSO4), and concentrated, providing 15-3 as a white solid. Reactants: P(=O)(Cl)(Cl)Cl (phosphorous oxychloride), BrC1=CC=C(C=C1)C=1OC2=C(N1)C=CC=C2 (2-(4-bromophenyl)benzo[d]oxazole), ice. Solvent: O1CCOCC1 (1,4-dioxane). Conditions: temperature 100 celsius. The product is BrC1=CC=C(C=C1)C1=NC2=C(N1C1=CC=CC=C1)C=CC=C2 (2-(4-bromophenyl)-1-phenyl-1H-benzo[d]imidazole). Isolated yield 90.0%. Reaction SMILES: [Br:1][C:2]1[CH:7]=[CH:6][C:5]([C:8]2O[C:10]3[CH:16]=[CH:15][CH:14]=[CH:13][C:11]=3[N:12]=2)=[CH:4][CH:3]=1.P(Cl)(Cl)(Cl)=O>O1CCOCC1>[Br:1][C:2]1[CH:7]=[CH:6][C:5]([C:8]2[N:12]([C:11]3[CH:13]=[CH:14][CH:15]=[CH:16][CH:10]=3)[C:10]3[CH:16]=[CH:15][CH:14]=[CH:13][C:11]=3[N:12]=2)=[CH:4][CH:3]=1. Procedure details: To a suspension of amide 1 (9.6 g, 26 mmol) in anhydrous 1,4-dioxane (100 mL) was added phosphorous oxychloride (POCl3) (9.2 mL, 100 mmol) slowly. The whole was then heated at 100° C. overnight. After cooling to r.t., the mixture was poured into ice (200 g) with stirring. Filtration, followed by recrystallization in DCM/hexanes gave a pale grey solid (Compound 5) (8.2 g, in 90% yield). Reactants: NC1=NC=NC(=C1C(=O)N)N1CCC(CC1)C=1N(C=C(N1)C1=CC(=C(C=C1)F)C(F)(F)F)C (4-Amino-6-{4-[4-(4-fluoro-3-trifluoromethyl-phenyl)-1-methyl-1H-imidazol-2-yl]-piperidin-1-yl}-pyrimidine-5-carboxamide), NC1=NC=NC(=C1C#N)N1CCC(CC1)C=1N(C=C(N1)C1=CC(=C(C=C1)F)C)CCN(C)C(C)C (4-Amino-6-(4-{4-(4-fluoro-3-methyl-phenyl)-1-[2-(isopropyl-methyl-amino)-ethyl]-1H-imidazol-2-yl}-piperidin-1-yl)-pyrimidine-5-carbonitrile). Product: NC1=NC=NC(=C1C(=O)N)N1CCC(CC1)C=1N(C=C(N1)C1=CC(=C(C=C1)F)C)CCN(C)C(C)C (4-Amino-6-(4-{4-(4-fluoro-3-methyl-phenyl)-1-[2-(isopropyl-methyl-amino)-ethyl]-1H-imidazol-2-yl}-piperidin-1-yl)-pyrimidine-5-carboxylic acid amide). RXN SMILES: [NH2:1][C:2]1[C:7]([C:8]([NH2:10])=[O:9])=[C:6]([N:11]2[CH2:16][CH2:15][CH:14]([C:17]3[N:18]([CH3:33])[CH:19]=[C:20]([C:22]4[CH:27]=[CH:26][C:25]([F:28])=[C:24]([C:29](F)(F)F)[CH:23]=4)[N:21]=3)[CH2:13][CH2:12]2)[N:5]=[CH:4][N:3]=1.NC1C(C#N)=C(N2CCC(C3N(C[CH2:63][N:64]([CH:66]([CH3:68])[CH3:67])[CH3:65])C=C(C4C=CC(F)=C(C)C=4)N=3)CC2)N=CN=1>>[NH2:1][C:2]1[C:7]([C:8]([NH2:10])=[O:9])=[C:6]([N:11]2[CH2:16][CH2:15][CH:14]([C:17]3[N:18]([CH2:33][CH2:63][N:64]([CH:66]([CH3:68])[CH3:67])[CH3:65])[CH:19]=[C:20]([C:22]4[CH:27]=[CH:26][C:25]([F:28])=[C:24]([CH3:29])[CH:23]=4)[N:21]=3)[CH2:13][CH2:12]2)[N:5]=[CH:4][N:3]=1. Procedure: The title compound was prepared in an analogous manner as 4-Amino-6-{4-[4-(4-fluoro-3-trifluoromethyl-phenyl)-1-methyl-1H-imidazol-2-yl]-piperidin-1-yl}-pyrimidine-5-carboxamide using 4-Amino-6-(4-{4-(4-fluoro-3-methyl-phenyl)-1-[2-(isopropyl-methyl-amino)-ethyl]-1H-imidazol-2-yl}-piperidin-1-yl)-pyrimidine-5-carbonitrile instead of 4-amino-6-(4-{4-[4-fluoro-3-(trifluoromethyl)phenyl]-1-methyl-1H-imidazol-2-yl}piperidin-1-yl)pyrimidine-5-carbonitrile. LC-MS: (M+1=495, obsd.=495). Product: CCCCCC1OC1CO. RXN SMILES: [C:24]([O:25][OH:26])([CH3:27])([CH3:28])[CH3:29].[CH2:15]([CH:16]=[CH:17][CH2:18][CH2:19][CH2:20][CH2:21][CH3:22])[OH:23].[CH2:1]([O:3][C:2]([CH:4]([CH:5]([C:6]([O:7][CH2:8][CH3:9])=[O:10])[OH:11])[OH:12])=[O:13])[CH3:14].[CH2:45]([Cl:46])[Cl:47].[CH3:48][CH2:49][CH2:50][CH2:51][CH2:52][CH3:53].[CH3:54][CH:55]([CH3:56])[O-:57].[CH3:59][CH:60]([CH3:61])[O-:62].[CH3:63][CH:64]([CH3:65])[O-:66].[CH3:67][CH:68]([CH3:69])[O-:70].[O-:30][S:31](=[O:32])(=[O:33])[O-:34].[OH2:71].[OH:35][CH:36]([C:37](=[O:38])[OH:39])[CH:40]([C:41](=[O:42])[OH:43])[OH:44].[Ti+4:58]>>[O:3]1[CH:16]([CH2:15][OH:23])[CH:17]1[CH2:18][CH2:19][CH2:20][CH2:21][CH3:22]. Reactants: CC(C)(C)OO, CCCCCC=CCO, CCOC(=O)C(O)C(O)C(=O)OCC, ClCCl, CCCCCC, CC(C)[O-], CC(C)[O-], CC(C)[O-], CC(C)[O-], O=S(=O)([O-])[O-], O, O=C(O)C(O)C(O)C(=O)O, [Ti+4]. Starting materials: CCO, Clc1cccc(C2CO2)c1, NCCc1ccc(Sc2ccc(O)cc2)cc1. The product is Oc1ccc(Sc2ccc(CCNCC(O)c3cccc(Cl)c3)cc2)cc1. As a reaction SMILES: [CH3:28][CH2:29][OH:30].[Cl:18][c:19]1[cH:20][c:21]([CH:25]2[O:26][CH2:27]2)[cH:22][cH:23][cH:24]1.[NH2:1][CH2:2][CH2:3][c:4]1[cH:5][cH:6][c:7]([S:10][c:11]2[cH:12][cH:13][c:14]([OH:17])[cH:15][cH:16]2)[cH:8][cH:9]1>>[NH:1]([CH2:2][CH2:3][c:4]1[cH:5][cH:6][c:7]([S:10][c:11]2[cH:12][cH:13][c:14]([OH:17])[cH:15][cH:16]2)[cH:8][cH:9]1)[CH2:27][CH:25]([c:21]1[cH:20][c:19]([Cl:18])[cH:24][cH:23][cH:22]1)[OH:26]. The reactants are BrC=1C=C(C=CC1)C1=NC(=CC(=N1)C1=CC(=C(C=C1)F)F)C(F)(F)F (2-(3-bromo-phenyl)-4-(3,4-difluoro-phenyl)-6-trifluoromethyl-pyrimidine), C(C)(C)(C)NS(=O)(=O)C=1C=C(C=CC1)B(O)O (3-(tert.-butylsulfamoyl)-phenylboronic acid). Yields the product C(C)(C)(C)NS(=O)(=O)C=1C=C(C=CC1)C1=CC(=CC=C1)C1=NC(=CC(=N1)C1=CC(=C(C=C1)F)F)C(F)(F)F (3′-[4-(3,4-difluoro-phenyl)-6-trifluoromethyl-pyrimidin-2-yl]-biphenyl-3-sulfonic acid tert-butylamide), foam. Reaction SMILES: Br[C:2]1[CH:3]=[C:4]([C:8]2[N:13]=[C:12]([C:14]3[CH:19]=[CH:18][C:17]([F:20])=[C:16]([F:21])[CH:15]=3)[CH:11]=[C:10]([C:22]([F:25])([F:24])[F:23])[N:9]=2)[CH:5]=[CH:6][CH:7]=1.[C:26]([NH:30][S:31]([C:34]1[CH:35]=[C:36](B(O)O)[CH:37]=[CH:38][CH:39]=1)(=[O:33])=[O:32])([CH3:29])([CH3:28])[CH3:27]>>[C:26]([NH:30][S:31]([C:34]1[CH:39]=[C:38]([C:2]2[CH:7]=[CH:6][CH:5]=[C:4]([C:8]3[N:13]=[C:12]([C:14]4[CH:19]=[CH:18][C:17]([F:20])=[C:16]([F:21])[CH:15]=4)[CH:11]=[C:10]([C:22]([F:25])([F:24])[F:23])[N:9]=3)[CH:3]=2)[CH:37]=[CH:36][CH:35]=1)(=[O:33])=[O:32])([CH3:29])([CH3:27])[CH3:28]. Reported procedure: 3′-[4-(3,4-difluoro-phenyl)-6-trifluoromethyl-pyrimidin-2-yl]-biphenyl-3-sulfonic acid tert-butylamide was prepared from 2-(3-bromo-phenyl)-4-(3,4-difluoro-phenyl)-6-trifluoromethyl-pyrimidine (example E.101) (0.415 g, 1.0 mmol) and commercially available 3-(tert.-butylsulfamoyl)-phenylboronic acid (0.31 g, 1.2 mmol) according to the general procedure VI. Obtained as white foam (0.43 g), which was subsequently deprotected. The reactants are ClC(=O)OCC1=CC=CC=C1 (benzyl chloroformate), C(=O)(O)[O-].[Na+] (NaHCO3), C(C)C=1C=C2C(CCNC2=CC1)=O (6-ethyl-2,3-dihydroquinolin-4(1H)-one), C([O-])(O)=O.[Na+] (sodium bicarbonate), O (Water). The solvent is C1CCOC1 (THF). Run at time 8 hour. The product is C(C)C=1C=C2C(CCN(C2=CC1)C(=O)OCC1=CC=CC=C1)=O (Benzyl 6-ethyl-4-oxo-3,4-dihydroquinoline-1(2H)-carboxylate). The yield is 83.4%. As a reaction SMILES: [CH2:1]([C:3]1[CH:4]=[C:5]2[C:10](=[CH:11][CH:12]=1)[NH:9][CH2:8][CH2:7][C:6]2=[O:13])[CH3:2].C(=O)(O)[O-].[Na+].O.Cl[C:21]([O:23][CH2:24][C:25]1[CH:30]=[CH:29][CH:28]=[CH:27][CH:26]=1)=[O:22]>C1COCC1>[CH2:1]([C:3]1[CH:4]=[C:5]2[C:10](=[CH:11][CH:12]=1)[N:9]([C:21]([O:23][CH2:24][C:25]1[CH:30]=[CH:29][CH:28]=[CH:27][CH:26]=1)=[O:22])[CH2:8][CH2:7][C:6]2=[O:13])[CH3:2] |f:1.2|. Procedure details: To a solution of 6-ethyl-2,3-dihydroquinolin-4(1H)-one (1.25 g) in THF (15 mL) was added sodium bicarbonate (0.84 g). Water (5 mL) followed by benzyl chloroformate (1.58 g) were added to the mixture,and it was stirred at room temperature overnight. The reaction was not complete as determined by TLC, so an additional 0.60 g of NaHCO3 were added to the mixture and it was stirred at room temperature for two additional hours. The mixture was then concentrated under reduced pressure and the residue w... The reactants are C1=CC=C(C=C1)NC2=CC=C(C=C2)[N+](=O)[O-] (4-nitrodiphenylamine), [S-2].[Na+].[Na+] (sodium sulfide). The product is C1=CC=C(C=C1)NC2=CC=C(C=C2)N (4-aminodiphenylamine). As a reaction SMILES: [CH:1]1[CH:6]=[CH:5][C:4]([NH:7][C:8]2[CH:13]=[CH:12][C:11]([N+:14]([O-])=O)=[CH:10][CH:9]=2)=[CH:3][CH:2]=1.[S-2].[Na+].[Na+]>>[CH:1]1[CH:2]=[CH:3][C:4]([NH:7][C:8]2[CH:13]=[CH:12][C:11]([NH2:14])=[CH:10][CH:9]=2)=[CH:5][CH:6]=1 |f:1.2.3|. Reported procedure: aniline method, where p-nitro-chlorobenzene and aniline as raw materials react in the presence of a catalyst to produce 4-nitrodiphenylamine, then, 4-nitrodiphenylamine is reduced by sodium sulfide to form 4-aminodiphenylamine;